describe an organic reaction: reactants, conditions, products, and yield From a dataset of the Open Reaction Database (ORD), a public repository of structured organic reaction records. Starting materials: COC(=O)[C@@H]1N(C[C@@H](C1)OC)C(=O)OC(C)(C)C ((2R,4R)-4-Methoxy-pyrrolidine-1,2-dicarboxylic acid 1-tert-butyl ester 2-methyl ester), O (water), O[Li].O (LiOH.H2O). The solvent is C(C)#N (acetonitrile). Reaction conditions: time 28 hour. The product is C(C)(C)(C)OC(=O)N1[C@H](C[C@H](C1)OC)C(=O)O ((2R,4R)-4-Methoxy-pyrrolidine-1,2-dicarboxylic acid 1-tert-butyl ester). As a reaction SMILES: C[O:2][C:3]([C@H:5]1[CH2:9][C@@H:8]([O:10][CH3:11])[CH2:7][N:6]1[C:12]([O:14][C:15]([CH3:18])([CH3:17])[CH3:16])=[O:13])=[O:4].O.O[Li].O>C(#N)C>[C:15]([O:14][C:12]([N:6]1[CH2:7][C@H:8]([O:10][CH3:11])[CH2:9][C@@H:5]1[C:3]([OH:4])=[O:2])=[O:13])([CH3:18])([CH3:16])[CH3:17] |f:2.3|. Reported procedure: Into a solution of 5 (2.54 g, 9.80 mmol) in acetonitrile (20 mL) was added water (20 mL) and LiOH.H2O (1.64 g, 39.2 mmol). The mixture was stirred at RT for 28 h before removing the acetonitrile under reduced pressure. EtOAc was added to the residue that was then washed with 1N HCl. The aqueous layer was extracted with additional EtOAc and the combined organic layers were washed with brine and dried over MgSO4. The solution was concentrated under reduced pressure to reveal 6 (2.16 g, 90%) as a w... Starting materials: ClC=1C=CC(=NC1)C(=O)O (5-chloropyridine-2-carboxylic acid), C1=CN(C=N1)C(=O)N2C=CN=C2 (CDI), CN (methylamine), C1CCOC1 (THF). The solvent is ClCCCl (DCE), C(Cl)Cl (DCM). Run at time 8 hour. The product is ClC=1C=CC(=NC1)C(=O)NC (5-chloro-N-methylpyridine-2-carboxamide). The yield is 41.0%. RXN SMILES: [Cl:1][C:2]1[CH:3]=[CH:4][C:5]([C:8]([OH:10])=O)=[N:6][CH:7]=1.C1N=C[N:13](C(N2C=NC=C2)=O)[CH:12]=1.CN.C1COCC1>ClCCCl.C(Cl)Cl>[Cl:1][C:2]1[CH:3]=[CH:4][C:5]([C:8]([NH:13][CH3:12])=[O:10])=[N:6][CH:7]=1. Reported procedure: To a stirred solution of 5-chloropyridine-2-carboxylic acid (315 mg, 2.0 mmol) in DCE (2.5 ml) at 20 to 25° C. was added CDI (324 mg, 2.0 mmol) and the mixture was stirred at RT overnight. The reaction mixture was heated to ca. 50° C. and a solution of methylamine in THF (2 M, 5.0 mmol) was added. The resulting mixture was stirred at 50° C. overnight and then cooled to RT and diluted with DCM (20 mL). the reaction mixture was washed with sat. NaHCO3 (10 ml) and the organic layer dried (Na2SO4), ...